The task is: describe an organic reaction: reactants, conditions, products, and yield. This data is from the Open Reaction Database (ORD), a public repository of structured organic reaction records. As a reaction SMILES: [CH3:1][CH:2]1[CH2:3][N:4]([CH2:9][c:10]2[n:11][c:12](-[c:15]3[c:16]([N:21]4[CH2:22][CH2:23][C:24]5([O:25][CH2:28][CH2:27][O:26]5)[CH2:29][CH2:30]4)[n:17][cH:18][cH:19][cH:20]3)[s:13][cH:14]2)[CH2:5][CH:6]([CH3:8])[NH:7]1.[Na+:36].[Na+:37].[O-:38][C:39](=[O:40])[O-:41].[OH2:42].[S:31](=[O:32])(=[O:33])([OH:34])[OH:35]>>[CH3:1][CH:2]1[CH2:3][N:4]([CH2:9][c:10]2[n:11][c:12](-[c:15]3[c:16]([N:21]4[CH2:22][CH2:23][C:24](=[O:25])[CH2:29][CH2:30]4)[n:17][cH:18][cH:19][cH:20]3)[s:13][cH:14]2)[CH2:5][CH:6]([CH3:8])[NH:7]1. Yields the product CC1CN(Cc2csc(-c3cccnc3N3CCC(=O)CC3)n2)CC(C)N1. Starting materials: CC1CN(Cc2csc(-c3cccnc3N3CCC4(CC3)OCCO4)n2)CC(C)N1, [Na+], [Na+], O=C([O-])[O-], O, O=S(=O)(O)O.